describe an organic reaction: reactants, conditions, products, and yield From a dataset of the Open Reaction Database (ORD), a public repository of structured organic reaction records. Reactants: Cl (HCl), FC1=C(C=C2C(=NN(C2=C1F)COCC[Si](C)(C)C)N)C1=CC=CC=C1 (6,7-difluoro-5-phenyl-1-[[2-(trimethylsilyl)ethoxy]methyl]-1H-indazole-3-amine). Solvent: CO (methanol). Conditions: time 3 minute. The product is FC1=C(C=C2C(=NNC2=C1F)N)C1=CC=CC=C1 (6,7-difluoro-5-phenyl-1H-indazole-3-amine). Isolated yield 72.7%. As a reaction SMILES: Cl.[F:2][C:3]1[C:11]([F:12])=[C:10]2[C:6]([C:7]([NH2:21])=[N:8][N:9]2COCC[Si](C)(C)C)=[CH:5][C:4]=1[C:22]1[CH:27]=[CH:26][CH:25]=[CH:24][CH:23]=1>CO>[F:2][C:3]1[C:11]([F:12])=[C:10]2[C:6]([C:7]([NH2:21])=[N:8][NH:9]2)=[CH:5][C:4]=1[C:22]1[CH:27]=[CH:26][CH:25]=[CH:24][CH:23]=1. Procedure: 1.1 ml of 2N HCl are added to 661 mg of 6,7-difluoro-5-phenyl-1-[[2-(trimethylsilyl)ethoxy]methyl]-1H-indazole-3-amine in 15 ml of methanol. The reaction is subjected to microwaves for 3 minutes at 140° C. After hydrolysis with saturated KH2PO4 solution and extraction with methylene chloride, the solvents are evaporated off and the residue is chromatographed on silica (methylene chloride/ethyl acetate) to give 314 mg of 6,7-difluoro-5-phenyl-1H-indazole-3-amine.